Dataset: the Open Reaction Database (ORD), a public repository of structured organic reaction records. Task: describe an organic reaction: reactants, conditions, products, and yield Conditions: time 8 hour. Solvent: C(C)(=O)O (acetic acid). Procedure: A modification of the method described in Part A of Example 11 was followed. A mixture of ethyl 2,4-dioxo-6-phthalimidohexanoate, sodium salt (prepared as described in Part A of Example 23, 100 g, 295 mmol) in glacial acetic acid (0.3 L) was cooled to 9° C. before the addition of methylhydrazine (16.0 mL, 300 mmol). During the addition, the reaction temperature did not exceed 16° C. Solids were rinsed from the inside of the flask walls into the mixture with acetic acid (50 mL) and the mixture wa... The product is O=C1N(C(C2=CC=CC=C12)=O)CCC1=CC(=NN1C)C(=O)OCC (ethyl 5-[2-(1,3-dioxo-1,3-dihydro-2H-isoindol-2-yl)ethyl]-1-methyl-1H-pyrazole-3-carboxylate). RXN SMILES: O=[C:2]([CH2:8][C:9](=O)[CH2:10][CH2:11][N:12]1[C:16](=[O:17])[C:15]2=[CH:18][CH:19]=[CH:20][CH:21]=[C:14]2[C:13]1=[O:22])[C:3]([O:5][CH2:6][CH3:7])=[O:4].[Na].[CH3:25][NH:26][NH2:27]>C(O)(=O)C>[O:22]=[C:13]1[C:14]2[C:15](=[CH:18][CH:19]=[CH:20][CH:21]=2)[C:16](=[O:17])[N:12]1[CH2:11][CH2:10][C:9]1[N:26]([CH3:25])[N:27]=[C:2]([C:3]([O:5][CH2:6][CH3:7])=[O:4])[CH:8]=1 |^1:23|. Starting materials: O=C(C(=O)OCC)CC(CCN1C(C=2C(C1=O)=CC=CC2)=O)=O (ethyl 2,4-dioxo-6-phthalimidohexanoate), [Na] (sodium), CNN (methylhydrazine). The reactants are aqueous solution, [OH-].[Na+] (sodium hydroxide), CC(C)O (2-propanol), C(C)(=O)N1CCN(CC1)CCOC=1C=CC(=C(C(=O)NC2=C(C(=O)OC)C=CC(=C2)C2=CC=CC=C2)C1)O (methyl 2-(5-(2-(4-acetylpiperazin-1-yl)ethoxy)-2-hydroxybenzamido)-4-phenylbenzoate), Cl (hydrochloric acid). Run in O (water). Reaction conditions: temperature 50 celsius, time 1 hour. Product: Cl.C(C)(=O)N1CCN(CC1)CCOC=1C=CC(=C(C(=O)NC2=C(C(=O)O)C=CC(=C2)C2=CC=CC=C2)C1)O (2-(5-(2-(4-acetylpiperazin-1-yl)ethoxy)-2-hydroxybenzamido)-4-phenylbenzoic acid hydrochloride). RXN SMILES: [OH-].[Na+].CC(O)C.[C:7]([N:10]1[CH2:15][CH2:14][N:13]([CH2:16][CH2:17][O:18][C:19]2[CH:20]=[CH:21][C:22]([OH:44])=[C:23]([CH:43]=2)[C:24]([NH:26][C:27]2[CH:36]=[C:35]([C:37]3[CH:42]=[CH:41][CH:40]=[CH:39][CH:38]=3)[CH:34]=[CH:33][C:28]=2[C:29]([O:31]C)=[O:30])=[O:25])[CH2:12][CH2:11]1)(=[O:9])[CH3:8].[ClH:45]>O>[ClH:45].[C:7]([N:10]1[CH2:11][CH2:12][N:13]([CH2:16][CH2:17][O:18][C:19]2[CH:20]=[CH:21][C:22]([OH:44])=[C:23]([CH:43]=2)[C:24]([NH:26][C:27]2[CH:36]=[C:35]([C:37]3[CH:42]=[CH:41][CH:40]=[CH:39][CH:38]=3)[CH:34]=[CH:33][C:28]=2[C:29]([OH:31])=[O:30])=[O:25])[CH2:14][CH2:15]1)(=[O:9])[CH3:8] |f:0.1,6.7|. Procedure: A 2.0 mol/L aqueous solution of sodium hydroxide (0.24 mL) was added to a 2-propanol (1.5 mL) suspension of the obtained methyl 2-(5-(2-(4-acetylpiperazin-1-yl)ethoxy)-2-hydroxybenzamido)-4-phenylbenzoate (0.083 g), followed by stirring at 50° C. for 1 hour. The reaction mixture was cooled to room temperature, and water was added thereto. After adjusting the pH to 6.5 with 1.0 mol/L hydrochloric acid, the solvent was evaporated under reduced pressure. Water was added to the obtained residue, and... Reactants: NC=1C=C(C=CC1C)C1=NOC(=N1)C1CN(C1)C(=O)OC (methyl 3-(3-(3-amino-4-methylphenyl)-1,2,4-oxadiazol-5-yl)azetidine-1-carboxylate), acid chloride, O=C(CCC1=CC=2N(C=C1)C(=CN2)C(=O)O)C (7-(3-oxobutyl)imidazo[1,2-a]pyridine-3-carboxylic acid), C(C(=O)Cl)(=O)Cl (oxalyl chloride), CN(C=O)C (N,N-dimethylformamide). The solvent is N1=CC=CC=C1 (pyridine), ClCCl (dichloromethane). Conditions: temperature 0 celsius, time 1 hour. The product is CC1=C(C=C(C=C1)C1=NOC(=N1)C1CN(C1)C(=O)OC)NC(=O)C1=CN=C2N1C=CC(=C2)CCC(C)=O (methyl 3-(3-(4-methyl-3-(7-(3-oxobutyl)imidazo[1,2-a]pyridine-3-carboxamido)phenyl)-1,2,4-oxadiazol-5-yl)azetidine-1-carboxylate). Reaction SMILES: [O:1]=[C:2]([CH3:17])[CH2:3][CH2:4][C:5]1[CH:10]=[CH:9][N:8]2[C:11]([C:14]([OH:16])=O)=[CH:12][N:13]=[C:7]2[CH:6]=1.C(Cl)(=O)C(Cl)=O.CN(C)C=O.[NH2:29][C:30]1[CH:31]=[C:32]([C:37]2[N:41]=[C:40]([CH:42]3[CH2:45][N:44]([C:46]([O:48][CH3:49])=[O:47])[CH2:43]3)[O:39][N:38]=2)[CH:33]=[CH:34][C:35]=1[CH3:36]>ClCCl.N1C=CC=CC=1>[CH3:36][C:35]1[CH:34]=[CH:33][C:32]([C:37]2[N:41]=[C:40]([CH:42]3[CH2:43][N:44]([C:46]([O:48][CH3:49])=[O:47])[CH2:45]3)[O:39][N:38]=2)=[CH:31][C:30]=1[NH:29][C:14]([C:11]1[N:8]2[CH:9]=[CH:10][C:5]([CH2:4][CH2:3][C:2](=[O:1])[CH3:17])=[CH:6][C:7]2=[N:13][CH:12]=1)=[O:16]. Reported procedure: To a stirring suspension of 7-(3-oxobutyl)imidazo[1,2-a]pyridine-3-carboxylic acid (86) (40 mg, 0.172 mmol) in anhydrous dichloromethane (2 mL) at 0° C. under Argon was added dropwise oxalyl chloride (16 uL, 0.189 mmol). Then, a drop of anhydrous N,N-dimethylformamide was added and the reaction mixture was stirred at 0° C. for 1 hour. The solvent was concentrated and the crude solid was dried under vacuum. Methyl 3-(3-(3-amino-4-methylphenyl)-1,2,4-oxadiazol-5-yl)azetidine-1-carboxylate (31) (25... Starting materials: O (water), C1CNC[C@@H]2CCOC3=C(N21)C=CC=C3 ((4aS)-2,3,4,4a,5,6-hexahydro-1H-pyrazino[2,1-d][1,5]benzoxazepine), C(=O)([O-])[O-].[K+].[K+] (K2CO3), BrCCF (1-bromo-2-fluoroethane). The solvent is [Cl-].[Na+].O (brine), C(C)(=O)OCC (ethyl acetate), CN(C=O)C (N,N-dimethylformamide). Product: FCCN1C[C@@H]2CCOC3=C(N2CC1)C=CC=C3 ((4aS)-3-(2-fluoroethyl)-2,3,4,4a,5,6-hexahydro-1H-pyrazino[2,1-d][1,5]benzoxazepine). As a reaction SMILES: [CH2:1]1[N:11]2[C@@H:5]([CH2:6][CH2:7][O:8][C:9]3[CH:15]=[CH:14][CH:13]=[CH:12][C:10]=32)[CH2:4][NH:3][CH2:2]1.C([O-])([O-])=O.[K+].[K+].Br[CH2:23][CH2:24][F:25].O>CN(C)C=O.[Cl-].[Na+].O.C(OCC)(=O)C>[F:25][CH2:24][CH2:23][N:3]1[CH2:2][CH2:1][N:11]2[C@@H:5]([CH2:6][CH2:7][O:8][C:9]3[CH:15]=[CH:14][CH:13]=[CH:12][C:10]=32)[CH2:4]1 |f:1.2.3,7.8.9|. Procedure: To a solution of Example 169 (430 mg 2.1 mmol) in N,N-dimethylformamide (10 mL) was added K2CO3 (582 mg, 4.21 mmol) followed by 1-bromo-2-fluoroethane (267 mg, 2.1 mmol). The reaction stirred at room temperature for 16 hours before addition of water, brine and ethyl acetate. The organic layer was collected and concentrated. Purification via flash chromatography (0-100% ethyl acetate/hexanes) afforded the title compound. 1H NMR (300 MHz, DMSO-d6) δ ppm 6.69-7.00 (m, 4H), 4.64 (t, J=4.96 Hz, 1H), ...